This data is from the Open Reaction Database (ORD), a public repository of structured organic reaction records. The task is: describe an organic reaction: reactants, conditions, products, and yield The reactants are C(C)(C)C(C(=O)O)C=CC1=CC=C(C=C1)F (2-Isopropyl-4-(4-fluorophenyl)-3-butenoic acid), acid chloride, C(#N)C(C1=CC(=CC=C1)OC1=CC=CC=C1)O (α-cyano-m-phenoxybenzyl alcohol). Product: C(C)(C)C(C(=O)OC(C1=CC(=CC=C1)OC1=CC=CC=C1)C#N)C=CC1=CC=C(C=C1)F (α-cyano-m-phenoxybenzyl 2-isopropyl-4-(4-fluorophenyl)-3-butenoate). As a reaction SMILES: [CH:1]([CH:4]([CH:8]=[CH:9][C:10]1[CH:15]=[CH:14][C:13]([F:16])=[CH:12][CH:11]=1)[C:5]([OH:7])=[O:6])([CH3:3])[CH3:2].[C:17]([CH:19](O)[C:20]1[CH:25]=[CH:24][CH:23]=[C:22]([O:26][C:27]2[CH:32]=[CH:31][CH:30]=[CH:29][CH:28]=2)[CH:21]=1)#[N:18]>>[CH:1]([CH:4]([CH:8]=[CH:9][C:10]1[CH:15]=[CH:14][C:13]([F:16])=[CH:12][CH:11]=1)[C:5]([O:7][CH:19]([C:17]#[N:18])[C:20]1[CH:25]=[CH:24][CH:23]=[C:22]([O:26][C:27]2[CH:28]=[CH:29][CH:30]=[CH:31][CH:32]=2)[CH:21]=1)=[O:6])([CH3:3])[CH3:2]. Procedure details: 2-Isopropyl-4-(4-fluorophenyl)-3-butenoic acid (1.12 mmol) is reacted via the acid chloride with α-cyano-m-phenoxybenzyl alcohol (1.86 mmol) to yield α-cyano-m-phenoxybenzyl 2-isopropyl-4-(4-fluorophenyl)-3-butenoate, MS m/e 429 (M+). Starting materials: [Li]C, C[Si](C)(CCCCCCC1(Br)CC1(Br)Br)c1ccccc1. Yields the product C[Si](C)(CCCCCCC1=CC1)c1ccccc1. RXN SMILES: [Li:22][CH3:23].[c:1]1([Si:7]([CH2:8][CH2:9][CH2:10][CH2:11][CH2:12][CH2:13][C:14]2([Br:17])[C:15]([Br:18])([Br:19])[CH2:16]2)([CH3:20])[CH3:21])[cH:2][cH:3][cH:4][cH:5][cH:6]1>>[c:1]1([Si:7]([CH2:8][CH2:9][CH2:10][CH2:11][CH2:12][CH2:13][C:14]2=[CH:15][CH2:16]2)([CH3:20])[CH3:21])[cH:2][cH:3][cH:4][cH:5][cH:6]1.